Dataset: the Open Reaction Database (ORD), a public repository of structured organic reaction records. Task: describe an organic reaction: reactants, conditions, products, and yield The reactants are [BH4-], C1CCOC1, CCOC(C)=O, CCO, CC12CCC3c4ccc(OS(N)(=O)=O)cc4CCC3C1CC(=Cc1ccccc1)C2=O, [Na+], O. Product: CC12CCC3c4ccc(OS(N)(=O)=O)cc4CCC3C1CC(=Cc1ccccc1)C2O. Reaction SMILES: [BH4-:1].[CH2:41]1[O:42][CH2:43][CH2:44][CH2:45]1.[CH3:34][CH2:35][O:36][C:37](=[O:38])[CH3:39].[CH3:46][CH2:47][OH:48].[CH:3]([c:4]1[cH:5][cH:6][cH:7][cH:8][cH:9]1)=[C:10]1[CH2:11][CH:12]2[CH:13]3[CH2:14][CH2:15][c:16]4[cH:17][c:18]([O:29][S:30]([NH2:31])(=[O:32])=[O:33])[cH:19][cH:20][c:21]4[CH:22]3[CH2:23][CH2:24][C:25]2([CH3:28])[C:26]1=[O:27].[Na+:2].[OH2:40]>>[CH:3]([c:4]1[cH:5][cH:6][cH:7][cH:8][cH:9]1)=[C:10]1[CH2:11][CH:12]2[CH:13]3[CH2:14][CH2:15][c:16]4[cH:17][c:18]([O:29][S:30]([NH2:31])(=[O:32])=[O:33])[cH:19][cH:20][c:21]4[CH:22]3[CH2:23][CH2:24][C:25]2([CH3:28])[CH:26]1[OH:27]. Starting materials: BrC=1C=CC2=C(CCOC2CCO)C1 (2-(6-Bromo-3,4-dihydro-1H-2-benzopyran-1-yl)ethanol), CN(C)C=O (DMF). Reagents/catalysts: [C-]#N.[Zn+2].[C-]#N (zinc cyanide), C=1C=CC(=CC1)[P](C=2C=CC=CC2)(C=3C=CC=CC3)[Pd]([P](C=4C=CC=CC4)(C=5C=CC=CC5)C=6C=CC=CC6)([P](C=7C=CC=CC7)(C=8C=CC=CC8)C=9C=CC=CC9)[P](C=1C=CC=CC1)(C=1C=CC=CC1)C=1C=CC=CC1 (tetrakis(triphenylphosphine)palladium). The solvent is C1(=CC=CC=C1)C (toluene). The product is OCCC1OCCC2=C1C=CC(=C2)C#N (1-(2-Hydroxyethyl)-3,4-dihydro-1H-2-benzopyran-6-carbonitrile). As a reaction SMILES: Br[C:2]1[CH:3]=[CH:4][C:5]2[CH:10]([CH2:11][CH2:12][OH:13])[O:9][CH2:8][CH2:7][C:6]=2[CH:14]=1.[CH3:15][N:16](C=O)C>C1(C)C=CC=CC=1.[C-]#N.[Zn+2].[C-]#N.C1C=CC([P]([Pd]([P](C2C=CC=CC=2)(C2C=CC=CC=2)C2C=CC=CC=2)([P](C2C=CC=CC=2)(C2C=CC=CC=2)C2C=CC=CC=2)[P](C2C=CC=CC=2)(C2C=CC=CC=2)C2C=CC=CC=2)(C2C=CC=CC=2)C2C=CC=CC=2)=CC=1>[OH:13][CH2:12][CH2:11][CH:10]1[C:5]2[CH:4]=[CH:3][C:2]([C:15]#[N:16])=[CH:14][C:6]=2[CH2:7][CH2:8][O:9]1 |f:3.4.5,^1:35,37,56,75|. Procedure details: 2-(6-Bromo-3,4-dihydro-1H-2-benzopyran-1-yl)ethanol (1.3 g, 5.1 mmol), zinc cyanide (0.36 g, 3 mmol) and tetrakis(triphenylphosphine)palladium (0) (0.23 g, 0.20 mmol) were stirred in degassed DMF (20 mL) under nitrogen at reflux for 9 h. The reaction mixture was diluted with toluene and washed with 2M aqueous ammonia, the aqueous layer further extracted with ethyl acetate, then the combined organic extracts washed with brine. The organic extracts were dried (MgSO4), filtered and evaporated in va...